Dataset: the Open Reaction Database (ORD), a public repository of structured organic reaction records. Task: describe an organic reaction: reactants, conditions, products, and yield Reactants: BrC1=CC=C(C=C1)CC(=O)C=1N(C=C(N1)CC(C)(C)C)S(=O)(=O)N(C)C (2-[(4-bromophenyl)acetyl]-4-(2,2-dimethylpropyl)-N,N-dimethyl-1H-imidazole-1-sulfonamide), BrC1=CC=C(C=C1)CC(=O)C=1N(C=C(N1)CC(C)(C)C)S(=O)(=O)N(C)C (2-[(4-bromophenyl)acetyl]-4-(2,2-dimethylpropyl)-N,N-dimethyl-1H-imidazole-1-sulfonamide), N1N=CC=C1 (pyrazole), C([O-])([O-])=O.[K+].[K+] (potassium carbonate), CN([C@H]1[C@@H](CCCC1)N)C (rac-trans-N,N-dimethylcyclohexane-1,2-diamine). The reagents and catalysts are [Cu]I (copper (I) iodide). Solvent: C1(=CC=CC=C1)C (toluene). Yields the product CC(CC=1N=C(N(C1)S(=O)(=O)N(C)C)C(CC1=CC=C(C=C1)N1N=CC=C1)=O)(C)C (4-(2,2-dimethylpropyl)-N,N-dimethyl-2-{[4-(1H-pyrazol-1-yl)phenyl]acetyl}-1H-imidazole-1-sulfonamide). As a reaction SMILES: Br[C:2]1[CH:7]=[CH:6][C:5]([CH2:8][C:9]([C:11]2[N:12]([S:21]([N:24]([CH3:26])[CH3:25])(=[O:23])=[O:22])[CH:13]=[C:14]([CH2:16][C:17]([CH3:20])([CH3:19])[CH3:18])[N:15]=2)=[O:10])=[CH:4][CH:3]=1.[NH:27]1[CH:31]=[CH:30][CH:29]=[N:28]1.C(=O)([O-])[O-].[K+].[K+].CN(C)[C@@H]1CCCC[C@H]1N>C1(C)C=CC=CC=1.[Cu]I>[CH3:18][C:17]([CH3:20])([CH3:19])[CH2:16][C:14]1[N:15]=[C:11]([C:9](=[O:10])[CH2:8][C:5]2[CH:6]=[CH:7][C:2]([N:27]3[CH:31]=[CH:30][CH:29]=[N:28]3)=[CH:3][CH:4]=2)[N:12]([S:21]([N:24]([CH3:26])[CH3:25])(=[O:23])=[O:22])[CH:13]=1 |f:2.3.4|. Procedure: 2-[(4-bromophenyl)acetyl]-4-(2,2-dimethylpropyl)-N,N-dimethyl-1H-imidazole-1-sulfonamide (Intermediate 7) (1 g, 2.261 mmol) was added to a stirred, ambient temperature mixture of pyrazole (0.146 g, 2.148 mmol), potassium carbonate (0.656 g, 4.75 mmol), rac-trans-N,N-dimethylcyclohexane-1,2-diamine (0.064 g, 0.452 mmol) and copper (I) iodide (0.022 g, 0.113 mmol) in toluene (2.5 mL). After stirring at reflux overnight, the reaction mixture was partitioned between water and ethyl acetate. The orga...